Dataset: the Open Reaction Database (ORD), a public repository of structured organic reaction records. Task: describe an organic reaction: reactants, conditions, products, and yield Reactants: Cn1c(NC(=O)OCC(Cl)(Cl)Cl)nc2ccccc21, CS(C)=O, CCN(C(C)C)C(C)C, O, c1ccc(-c2nsc(N3CCNCC3)n2)cc1. Yields the product Cn1c(NC(=O)N2CCN(c3nc(-c4ccccc4)ns3)CC2)nc2ccccc21. Reaction SMILES: [CH3:1][n:2]1[c:3]([NH:11][C:12]([O:13][CH2:14][C:15]([Cl:16])([Cl:17])[Cl:18])=[O:19])[n:4][c:5]2[c:6]1[cH:7][cH:8][cH:9][cH:10]2.[CH3:47][S:48](=[O:49])[CH3:50].[CH:37]([N:38]([CH:39]([CH3:40])[CH3:41])[CH2:42][CH3:43])([CH3:44])[CH3:45].[OH2:46].[c:20]1(-[c:26]2[n:27][s:28][c:29]([N:31]3[CH2:32][CH2:33][NH:34][CH2:35][CH2:36]3)[n:30]2)[cH:21][cH:22][cH:23][cH:24][cH:25]1>>[CH3:1][n:2]1[c:3]([NH:11][C:12](=[O:19])[N:34]2[CH2:33][CH2:32][N:31]([c:29]3[s:28][n:27][c:26](-[c:20]4[cH:21][cH:22][cH:23][cH:24][cH:25]4)[n:30]3)[CH2:36][CH2:35]2)[n:4][c:5]2[c:6]1[cH:7][cH:8][cH:9][cH:10]2. Reaction SMILES: [CH2:37]([OH:38])[CH3:39].[Cl-:29].[Fe:40].[NH2:1][c:2]1[c:3]([C:4](=[O:5])[NH:6][CH2:7][c:8]2[cH:9][cH:10][c:11]([O:14][CH2:15][c:16]3[c:17]([N+:22]([O-:23])=[O:24])[cH:18][cH:19][cH:20][cH:21]3)[cH:12][cH:13]2)[cH:25][cH:26][cH:27][n:28]1.[NH4+:30].[O:32]1[CH2:33][CH2:34][CH2:35][CH2:36]1.[OH2:31]>>[NH2:1][c:2]1[c:3]([C:4](=[O:5])[NH:6][CH2:7][c:8]2[cH:9][cH:10][c:11]([O:14][CH2:15][c:16]3[c:17]([NH2:22])[cH:18][cH:19][cH:20][cH:21]3)[cH:12][cH:13]2)[cH:25][cH:26][cH:27][n:28]1. Reactants: CCO, [Cl-], [Fe], Nc1ncccc1C(=O)NCc1ccc(OCc2ccccc2[N+](=O)[O-])cc1, [NH4+], C1CCOC1, O. Product: Nc1ccccc1COc1ccc(CNC(=O)c2cccnc2N)cc1. The reactants are [Li]CCCC (n-BuLi), C(C)(C)NC(C)C (diisopropylamine), C(=O)N1CCCCC1 (1-formylpiperidine), COC(=O)C=1SC=CC1NC(C(F)(F)F)=O (3-(2,2,2-trifluoroacetylamino)thiophene-2-carboxylic acid methyl ester), [Cl-].[NH4+] (ammonium chloride). Run in CCCCCC (hexane), C1CCOC1 (THF), C1CCOC1 (THF). Run at temperature 0 celsius, time 10 minute. Yields the product COC(=O)C=1SC(=CC1NC(C(F)(F)F)=O)C=O (5-Formyl-3-(2,2,2-trifluoroacetylamino)thiophene-2-carboxylic acid methyl ester). Reaction SMILES: [Li]CCCC.C(NC(C)C)(C)C.[CH3:13][O:14][C:15]([C:17]1[S:18][CH:19]=[CH:20][C:21]=1[NH:22][C:23](=[O:28])[C:24]([F:27])([F:26])[F:25])=[O:16].[CH:29](N1CCCCC1)=[O:30].[Cl-].[NH4+]>CCCCCC.C1COCC1>[CH3:13][O:14][C:15]([C:17]1[S:18][C:19]([CH:29]=[O:30])=[CH:20][C:21]=1[NH:22][C:23](=[O:28])[C:24]([F:25])([F:26])[F:27])=[O:16] |f:4.5|. Reported procedure: A 1.6M n-BuLi solution in hexane (12 mL) was added dropwise to a solution of diisopropylamine (2.9 mL) in THF (30 mL) at −78° C. The reaction mixture was stirred at 0° C. for 10 min and then cooled to −78° C., and a solution of 3-(2,2,2-trifluoroacetylamino)thiophene-2-carboxylic acid methyl ester (1.5 g) in THF (15 mL) was added. The reaction mixture was stirred at −78° C. for 30 min and then 1-formylpiperidine (4 g) was added, and the mixture was again stirred at this temperature for 1.5 h. Su... Reactants: OC1CCc2cnc3c(c21)CCO3, C[N+]1([O-])CCOCC1, CC#N. Yields the product O=C1CCc2cnc3c(c21)CCO3. Reaction SMILES: [CH2:1]1[CH2:2][O:3][c:4]2[n:5][cH:6][c:7]3[c:8]([c:9]21)[CH:10]([OH:13])[CH2:11][CH2:12]3.[CH3:14][N+:15]1([O-:16])[CH2:17][CH2:18][O:19][CH2:20][CH2:21]1.[CH3:22][C:23]#[N:24]>>[CH2:1]1[CH2:2][O:3][c:4]2[n:5][cH:6][c:7]3[c:8]([c:9]21)[C:10](=[O:13])[CH2:11][CH2:12]3. Starting materials: Cc1cc(CC(OC(=O)N2CCC(N3Cc4ccc(F)cc4NC3=O)CC2)C(=O)N2CCC(N3CCCCC3)CC2)cc2cn(COCC[Si](C)(C)C)nc12, O=C(O)C(F)(F)F. Yields the product Cc1cc(CC(OC(=O)N2CCC(N3Cc4ccc(F)cc4NC3=O)CC2)C(=O)N2CCC(N3CCCCC3)CC2)cc2cn[nH]c12. RXN SMILES: [F:1][c:2]1[cH:3][cH:4][c:5]2[c:10]([cH:11]1)[NH:9][C:8](=[O:12])[N:7]([CH:13]1[CH2:14][CH2:15][N:16]([C:19](=[O:20])[O:21][CH:22]([C:23]([N:24]3[CH2:25][CH2:26][CH:27]([N:30]4[CH2:31][CH2:32][CH2:33][CH2:34][CH2:35]4)[CH2:28][CH2:29]3)=[O:36])[CH2:37][c:38]3[cH:39][c:40]4[cH:41][n:42]([CH2:48][O:49][CH2:50][CH2:51][Si:52]([CH3:53])([CH3:54])[CH3:55])[n:43][c:44]4[c:45]([CH3:47])[cH:46]3)[CH2:17][CH2:18]1)[CH2:6]2.[OH:56][C:57]([C:58]([F:59])([F:60])[F:61])=[O:62]>>[F:1][c:2]1[cH:3][cH:4][c:5]2[c:10]([cH:11]1)[NH:9][C:8](=[O:12])[N:7]([CH:13]1[CH2:14][CH2:15][N:16]([C:19](=[O:20])[O:21][CH:22]([C:23]([N:24]3[CH2:25][CH2:26][CH:27]([N:30]4[CH2:31][CH2:32][CH2:33][CH2:34][CH2:35]4)[CH2:28][CH2:29]3)=[O:36])[CH2:37][c:38]3[cH:39][c:40]4[cH:41][n:42][nH:43][c:44]4[c:45]([CH3:47])[cH:46]3)[CH2:17][CH2:18]1)[CH2:6]2.